Dataset: the Open Reaction Database (ORD), a public repository of structured organic reaction records. Task: describe an organic reaction: reactants, conditions, products, and yield Reactants: S1C(=CC=2NC=CC21)C(=O)OCC (ethyl 4H-thieno[3,2-b]pyrrole-2-carboxylate), C1(CCCCC1)=O (cyclohexanone), [O-]CC.[Na+] (sodium ethoxide), Cl (HCl). Run in CCO (EtOH). Yields the product C1(=CCCCC1)C=1C2=C(NC1)C=C(S2)C(=O)O (6-cyclohex-1-en-1-yl-4H-thieno[3,2-b]pyrrole-2-carboxylic acid). Isolated yield 98.0%. RXN SMILES: [S:1]1[C:8]2[CH:7]=[CH:6][NH:5][C:4]=2[CH:3]=[C:2]1[C:9]([O:11]CC)=[O:10].[C:14]1(=O)[CH2:19][CH2:18][CH2:17][CH2:16][CH2:15]1.[O-]CC.[Na+].Cl>CCO>[C:14]1([C:7]2[C:8]3[S:1][C:2]([C:9]([OH:11])=[O:10])=[CH:3][C:4]=3[NH:5][CH:6]=2)[CH2:19][CH2:18][CH2:17][CH2:16][CH:15]=1 |f:2.3|. Procedure: A solution (0.25 M) of ethyl 4H-thieno[3,2-b]pyrrole-2-carboxylate in EtOH was treated with cyclohexanone (2 eq.) and sodium ethoxide (2.05 eq.) then heated to reflux for 4 h. After cooling down, it was acidified with aqueous HCl (6 N) and the precipitate was filtered and dried, affording the title compound (98%) as a solid.